From a dataset of the Open Reaction Database (ORD), a public repository of structured organic reaction records. describe an organic reaction: reactants, conditions, products, and yield Starting materials: CC(C)C(=O)Nc1cccc(C2CCNCC2)c1, O=C(CCCCCCl)c1ccc(Cl)cc1, [I-], [K+], [K+], [Na+], O=C([O-])[O-]. The product is CC(C)C(=O)Nc1cccc(C2CCN(CCCCCC(=O)c3ccc(Cl)cc3)CC2)c1. Reaction SMILES: [CH3:24][CH:25]([C:26](=[O:27])[NH:28][c:29]1[cH:30][c:31]([CH:35]2[CH2:36][CH2:37][NH:38][CH2:39][CH2:40]2)[cH:32][cH:33][cH:34]1)[CH3:41].[Cl:9][CH2:10][CH2:11][CH2:12][CH2:13][CH2:14][C:15](=[O:16])[c:17]1[cH:18][cH:19][c:20]([Cl:23])[cH:21][cH:22]1.[I-:7].[K+:1].[K+:2].[Na+:8].[O-:3][C:4]([O-:5])=[O:6]>>[CH2:10]([CH2:11][CH2:12][CH2:13][CH2:14][C:15](=[O:16])[c:17]1[cH:18][cH:19][c:20]([Cl:23])[cH:21][cH:22]1)[N:38]1[CH2:37][CH2:36][CH:35]([c:31]2[cH:30][c:29]([NH:28][C:26]([CH:25]([CH3:24])[CH3:41])=[O:27])[cH:34][cH:33][cH:32]2)[CH2:40][CH2:39]1.